From a dataset of the Open Reaction Database (ORD), a public repository of structured organic reaction records. describe an organic reaction: reactants, conditions, products, and yield Starting materials: NC1=NC(=CC=C1C(=O)C1=C(C=CC=C1)F)NC1CCNCC1 ([2-Amino-6-(piperidin-4-ylamino)-pyridin-3-yl]-(2-fluoro-phenyl)-methanone), C(CC)(=O)Cl (propionyl chloride). Product: NC1=C(C=CC(=N1)NC1CCN(CC1)C(CC)=O)C(C1=C(C=CC=C1)F)=O (1-{4-[6-Amino-5-(2-fluoro-benzoyl)-pyridin-2-ylamino]-piperidin-1-yl}-propan-1-one). RXN SMILES: [NH2:1][C:2]1[C:7]([C:8]([C:10]2[CH:15]=[CH:14][CH:13]=[CH:12][C:11]=2[F:16])=[O:9])=[CH:6][CH:5]=[C:4]([NH:17][CH:18]2[CH2:23][CH2:22][NH:21][CH2:20][CH2:19]2)[N:3]=1.[C:24](Cl)(=[O:27])[CH2:25][CH3:26]>>[NH2:1][C:2]1[N:3]=[C:4]([NH:17][CH:18]2[CH2:19][CH2:20][N:21]([C:24](=[O:27])[CH2:25][CH3:26])[CH2:22][CH2:23]2)[CH:5]=[CH:6][C:7]=1[C:8](=[O:9])[C:10]1[CH:15]=[CH:14][CH:13]=[CH:12][C:11]=1[F:16]. Procedure: The title compound was prepared from [2-Amino-6-(piperidin-4-ylamino)-pyridin-3-yl]-(2-fluoro-phenyl)-methanone (Example 9) and propionyl chloride (Aldrich 98%) using the procedure described in Example 12. HRMS, observed: 370.1807, Calcd for M+: 370.1805. Product: C(C)(C)N1CCC(CC1)N1N=CC(=C1)C=1C=C(C=NC1)C1=CC(=NC(=C1)CC(C)O)C1=NC=CC=C1 ((5″-[1-(1-Isopropyl-piperidin-4-yl)-1H-pyrazol-4-yl]-[2,2′;4′,3″]terpyridin-6′-yl}-propan-2-ol). Procedure: is prepared analogously to (5″-[1-(1-Isopropyl-piperidin-4-yl)-1H-pyrazol-4-yl]-[2,2′;4′,3″]terpyridin-6′-yl)-methyl-amine (Example 2.175) by replacing (5″-Bromo-[2,2′;4′,3″]terpyridin-6′-yl)-methyl-amine (Example 2.1; step1) with 2-(5″-Bromo-[2,2′;4′,3″]terpyridin-6′-yl)-propan-2-ol (Example 2.80; step2) Starting materials: C(C)(C)N1CCC(CC1)N1N=CC(=C1)C=1C=C(C=NC1)C1=CC(=NC(=C1)NC)C1=NC=CC=C1 ((5″-[1-(1-Isopropyl-piperidin-4-yl)-1H-pyrazol-4-yl]-[2,2′;4′,3″]terpyridin-6′-yl)-methyl-amine), BrC=1C=C(C=NC1)C1=CC(=NC(=C1)C(C)(C)O)C1=NC=CC=C1 (2-(5″-Bromo-[2,2′;4′,3″]terpyridin-6′-yl)-propan-2-ol). RXN SMILES: [CH:1]([N:4]1[CH2:9][CH2:8][CH:7]([N:10]2[CH:14]=[C:13]([C:15]3[CH:16]=[C:17]([C:21]4[CH:26]=[C:25](NC)[N:24]=[C:23]([C:29]5[CH:34]=[CH:33][CH:32]=[CH:31][N:30]=5)[CH:22]=4)[CH:18]=[N:19][CH:20]=3)[CH:12]=[N:11]2)[CH2:6][CH2:5]1)([CH3:3])[CH3:2].BrC1C=C(C2C=[C:46]([C:48]([OH:51])(C)[CH3:49])N=C(C3C=CC=CN=3)C=2)C=NC=1>>[CH:1]([N:4]1[CH2:5][CH2:6][CH:7]([N:10]2[CH:14]=[C:13]([C:15]3[CH:16]=[C:17]([C:21]4[CH:26]=[C:25]([CH2:46][CH:48]([OH:51])[CH3:49])[N:24]=[C:23]([C:29]5[CH:34]=[CH:33][CH:32]=[CH:31][N:30]=5)[CH:22]=4)[CH:18]=[N:19][CH:20]=3)[CH:12]=[N:11]2)[CH2:8][CH2:9]1)([CH3:3])[CH3:2]. The reactants are CO, CS(C)=O, O=c1c2cccc([N+](=O)[O-])c2ccn1Cc1ccccn1. The product is Nc1cccc2c(=O)n(Cc3ccccn3)ccc12. As a reaction SMILES: [CH3:22][OH:23].[CH3:24][S:25]([CH3:26])=[O:27].[N+:1]([O-:2])(=[O:3])[c:4]1[c:5]2[cH:6][cH:7][n:8]([CH2:15][c:16]3[n:17][cH:18][cH:19][cH:20][cH:21]3)[c:9](=[O:14])[c:10]2[cH:11][cH:12][cH:13]1>>[NH2:1][c:4]1[c:5]2[cH:6][cH:7][n:8]([CH2:15][c:16]3[n:17][cH:18][cH:19][cH:20][cH:21]3)[c:9](=[O:14])[c:10]2[cH:11][cH:12][cH:13]1. The reactants are O=C([O-])O, CCN(CC)CCN1CCNCC1, CC#N, CCOC(C)=O, COc1ccccc1-c1n[nH]c2ncc(-c3cc(Cl)c(O)c(C(=O)O)c3)cc12, [Na+], O=C1OCCN1P(=O)(Cl)N1CCOC1=O, CN(C)C=O, O. Yields the product CCN(CC)CCN1CCN(C(=O)c2cc(-c3cnc4[nH]nc(-c5ccccc5OC)c4c3)cc(Cl)c2O)CC1. Reaction SMILES: [C:57](=[O:58])([OH:59])[O-:60].[CH2:29]([CH3:30])[N:31]([CH2:32][CH2:33][N:34]1[CH2:35][CH2:36][NH:37][CH2:38][CH2:39]1)[CH2:40][CH3:41].[CH3:62][C:63]#[N:64].[CH3:71][CH2:72][O:73][C:74](=[O:75])[CH3:76].[Cl:1][c:2]1[c:3]([OH:28])[c:4]([C:5](=[O:6])[OH:7])[cH:8][c:9](-[c:11]2[cH:12][c:13]3[c:14]([n:15][cH:16]2)[nH:17][n:18][c:19]3-[c:20]2[c:21]([O:26][CH3:27])[cH:22][cH:23][cH:24][cH:25]2)[cH:10]1.[Na+:61].[O:42]=[C:43]1[N:44]([P:45]([Cl:46])([N:47]2[CH2:48][CH2:49][O:50][C:51]2=[O:52])=[O:53])[CH2:54][CH2:55][O:56]1.[O:65]=[CH:66][N:67]([CH3:68])[CH3:69].[OH2:70]>>[Cl:1][c:2]1[c:3]([OH:28])[c:4]([C:5](=[O:7])[N:37]2[CH2:36][CH2:35][N:34]([CH2:33][CH2:32][N:31]([CH2:29][CH3:30])[CH2:40][CH3:41])[CH2:39][CH2:38]2)[cH:8][c:9](-[c:11]2[cH:12][c:13]3[c:14]([n:15][cH:16]2)[nH:17][n:18][c:19]3-[c:20]2[c:21]([O:26][CH3:27])[cH:22][cH:23][cH:24][cH:25]2)[cH:10]1. RXN SMILES: [CH3:24][S:25](=[O:26])(=[O:27])[OH:28].[OH2:23].[OH:1][C:2]12[C:3]3([CH3:22])[CH2:4][CH2:5][C:6](=[O:21])[CH:7]=[C:8]3[CH2:9][CH2:10][CH:11]1[CH:12]1[CH2:13][CH2:14][C:15](=[O:20])[C:16]1([CH3:17])[CH2:18][CH2:19]2>>[C:2]12=[CH:19][CH2:18][C:16]3([CH3:17])[CH:12]([CH:11]1[CH2:10][CH2:9][C:8]1=[CH:7][C:6](=[O:21])[CH2:5][CH2:4][C:3]21[CH3:22])[CH2:13][CH2:14][C:15]3=[O:20]. Product: CC12CCC(=O)C=C1CCC1C2=CCC2(C)C(=O)CCC12. Starting materials: CS(=O)(=O)O, O, CC12CCC3(O)C(CCC4=CC(=O)CCC43C)C1CCC2=O. Starting materials: [Si](C)(C)(C(C)(C)C)Cl (tert-butyldimethylsilyl chloride), O (Water), N1C=NC=C1 (imidazole), C(COCCO)O (diethylene glycol). The solvent is CN(C)C=O (DMF), CN(C)C=O (DMF). Run at temperature 0 celsius, time 30 minute. Product: C(C)(C)(C)[Si](OCCOC(C)O)(C)C (2-(tert-Butyl-dimethyl-silanyloxy)-ethoxyl-ethanol), oil. Isolated yield 45.0%. As a reaction SMILES: N1C=CN=C1.[CH2:6](O)[CH2:7][O:8][CH2:9][CH2:10][OH:11].[Si:13](Cl)([C:16]([CH3:19])([CH3:18])[CH3:17])([CH3:15])[CH3:14].[OH2:21]>CN(C=O)C>[C:16]([Si:13]([CH3:15])([CH3:14])[O:11][CH2:10][CH2:9][O:8][CH:7]([OH:21])[CH3:6])([CH3:19])([CH3:18])[CH3:17]. Procedure: A solution of imidazole (2.11 grams, 31 mmol) and diethylene glycol (5 grams, 47 mmol) in dry DMF (11 ml) was cooled to 0° C. and stirred for 30 minutes under argon atmosphere. A solution of tert-butyldimethylsilyl chloride (4.72 grams, 31 mmol) in dry DMF (15 ml) was added dropwise and the resulting mixture was maintained for 2 hours at 0° C. and was then allowed to warm up to room temperature. Water (180 ml) was thereafter added and the resulting solution was extracted with ethyl acetate (4×80... The product is O=C1CN(CCN1)C1CCC(CC1)OC=1N=CN=C2SC=3CC[C@@H](C3C12)CC(=O)N (2-[(3R)-12-[[4-(3-oxopiperazin-1-yl)cyclohexyl]oxy]-7-thia-9,11-diazatricyclo[6.4.0.0[2,6]]dodeca-1(12),2(6),8,10-tetraen-3-yl]acetamide). Run at time 2 hour. Reported procedure: To a solution of 2-[(3R)-12-[[4-(3-oxopiperazin-1-yl)cyclohexyl]oxy]-7-thia-9,11-diazatricyclo[6.4.0.0[2,6]]dodeca-1(12),2(6),8,10-tetraen-3-yl]acetonitrile (330 mg, 0.80 mmol, 1.00 equiv) in methanol (10 mL) was added LiOH.H2O (101 mg, 2.40 mmol, 3.00 equiv) and H2O2 (30%, 0.5 mL) at 0° C. The resulting solution was stirred for 2 h at room temperature and quenched with Na2SO3 (aq.), extracted with DCM (80 mL), dried over anhydrous sodium sulfate and concentrated under vacuum. The residue was ap... Yield: 14.6%. As a reaction SMILES: [O:1]=[C:2]1[NH:7][CH2:6][CH2:5][N:4]([CH:8]2[CH2:13][CH2:12][CH:11]([O:14][C:15]3[N:16]=[CH:17][N:18]=[C:19]4[C:26]=3[C:25]3[C@@H:24]([CH2:27][C:28]#[N:29])[CH2:23][CH2:22][C:21]=3[S:20]4)[CH2:10][CH2:9]2)[CH2:3]1.[OH:30][Li].O.OO>CO>[O:1]=[C:2]1[NH:7][CH2:6][CH2:5][N:4]([CH:8]2[CH2:9][CH2:10][CH:11]([O:14][C:15]3[N:16]=[CH:17][N:18]=[C:19]4[C:26]=3[C:25]3[C@@H:24]([CH2:27][C:28]([NH2:29])=[O:30])[CH2:23][CH2:22][C:21]=3[S:20]4)[CH2:12][CH2:13]2)[CH2:3]1 |f:1.2|. Run in CO (methanol). The reactants are O=C1CN(CCN1)C1CCC(CC1)OC=1N=CN=C2SC=3CC[C@@H](C3C12)CC#N (2-[(3R)-12-[[4-(3-oxopiperazin-1-yl)cyclohexyl]oxy]-7-thia-9,11-diazatricyclo[6.4.0.0[2,6]]dodeca-1(12),2(6),8,10-tetraen-3-yl]acetonitrile), O[Li].O (LiOH.H2O), OO (H2O2).